From a dataset of the Open Reaction Database (ORD), a public repository of structured organic reaction records. describe an organic reaction: reactants, conditions, products, and yield Starting materials: O=C1CCCCN1, ClC(Cl)Cl. Product: O=C1NCCCC1(Cl)Cl. As a reaction SMILES: [C:1]1(=[O:7])[CH2:2][CH2:3][CH2:4][CH2:5][NH:6]1.[Cl:8][CH:9]([Cl:10])[Cl:11]>>[C:1]1(=[O:7])[NH:6][CH2:5][CH2:4][CH2:3][C:9]1([Cl:8])[Cl:11]. Reactants: O (water), ClC1=NC=NC2=C(C=CC=C12)C(=O)OC (methyl 4-chloroquinazoline-8-carboxylate), Cl.[N+](=O)([O-])C=1C=C(C=CC1)[C@@H](C)N ((1R)-1-(3-nitrophenyl)ethanamine hydrochloride), C(C)(C)N(C(C)C)CC (N,N-diisopropylethylamine). The product is [N+](=O)([O-])C=1C=C(C=CC1)[C@@H](C)NC1=NC=NC2=C(C=CC=C12)C(=O)OC (Methyl 4-{[(1R)-1-(3-nitrophenyl)ethyl]amino}quinazoline-8-carboxylate). Solvent: C(C)#N (acetonitrile). Reaction SMILES: Cl[C:2]1[C:11]2[C:6](=[C:7]([C:12]([O:14][CH3:15])=[O:13])[CH:8]=[CH:9][CH:10]=2)[N:5]=[CH:4][N:3]=1.C(N(CC)C(C)C)(C)C.Cl.[N+:26]([C:29]1[CH:30]=[C:31]([C@H:35]([NH2:37])[CH3:36])[CH:32]=[CH:33][CH:34]=1)([O-:28])=[O:27].O>C(#N)C>[N+:26]([C:29]1[CH:30]=[C:31]([C@H:35]([NH:37][C:2]2[C:11]3[C:6](=[C:7]([C:12]([O:14][CH3:15])=[O:13])[CH:8]=[CH:9][CH:10]=3)[N:5]=[CH:4][N:3]=2)[CH3:36])[CH:32]=[CH:33][CH:34]=1)([O-:28])=[O:27] |f:2.3|. Reaction conditions: temperature 45 celsius, time 4 hour. Procedure details: A suspension of methyl 4-chloroquinazoline-8-carboxylate (7.18 g, 32.25 mmol) in acetonitrile (70 mL), was treated with N,N-diisopropylethylamine (21.69 g, 167.81 mmol, 5 eq), followed by (1R)-1-(3-nitrophenyl)ethanamine hydrochloride (6.80 g, 33.56 mmol). The suspension was warmed to 45° C. and stirred for 4 h. The reaction mixture was slowly added to water (1000 mL) to precipitate an off-white solid. The solid was filtered to get 8.52 g (24.18 mmol, 75%). LCMS: (M+1) 353.